From a dataset of the Open Reaction Database (ORD), a public repository of structured organic reaction records. describe an organic reaction: reactants, conditions, products, and yield Starting materials: Cc1ccccc1, CN(C)C=O, O=S(Cl)Cl, O=C(O)c1cccc2nnsc12. Yields the product O=C(Cl)c1cccc2nnsc12. Reaction SMILES: [CH3:13][c:14]1[cH:15][cH:16][cH:17][cH:18][cH:19]1.[CH3:24][N:25]([CH3:26])[CH:27]=[O:28].[S:20]([Cl:21])([Cl:22])=[O:23].[s:1]1[n:2][n:3][c:4]2[c:5]1[c:6]([C:10](=[O:11])[OH:12])[cH:7][cH:8][cH:9]2>>[s:1]1[n:2][n:3][c:4]2[c:5]1[c:6]([C:10](=[O:12])[Cl:22])[cH:7][cH:8][cH:9]2.